Dataset: the Open Reaction Database (ORD), a public repository of structured organic reaction records. Task: describe an organic reaction: reactants, conditions, products, and yield Starting materials: N1(C=NC=C1)C1=CC=C(C=C1)CC(C)=O (1-[4-(1-imidazolyl)-phenyl]-2-propanone), O1CCOCC1 (1,4-dioxane), C(C=C)(=O)N (acrylic acid amide), CC(C)([O-])C.[K+] (potassium tert-butoxide). Solvent: O (water). Reaction conditions: temperature 100 celsius, time 2 hour. The product is N1(C=NC=C1)C1=CC=C(C=C1)C=1CCC(NC1C)=O (3,4-dihydro-5-[4-(1-imidazolyl)-phenyl]-6-methyl-2(1H)-pyridone). Reaction SMILES: [N:1]1([C:6]2[CH:11]=[CH:10][C:9]([CH2:12][C:13](=O)[CH3:14])=[CH:8][CH:7]=2)[CH:5]=[CH:4][N:3]=[CH:2]1.O1CCOCC1.[C:22]([NH2:26])(=[O:25])[CH:23]=[CH2:24].CC(C)([O-])C.[K+]>O>[N:1]1([C:6]2[CH:11]=[CH:10][C:9]([C:12]3[CH2:24][CH2:23][C:22](=[O:25])[NH:26][C:13]=3[CH3:14])=[CH:8][CH:7]=2)[CH:5]=[CH:4][N:3]=[CH:2]1 |f:3.4|. Procedure: A mixture of 3 g 1-[4-(1-imidazolyl)-phenyl]-2-propanone (EPA 102 227, example 4), 30 ml 1,4-dioxane, 1,2 g acrylic acid amide and 1.73 g potassium tert-butoxide is stirred for 40 minutes at room temperature and subsequently for 2 hours at 100° C. After cooling it, water is added, the precipitated solid is sucked off, washed with water, dried and purified by column chromatography (silica gel/dichloromethan/methanol). The reactants are C(C1=CC=CC=C1)[C@H]1C(NC2=CC=CC=C2N1)=O ((3S)-3-benzyl-3,4-dihydro-2(1H)-quinoxalinone), C(#N)C1=C(C(=O)C(=C(C1=O)Cl)Cl)C#N (DDQ). Solvent: C1(=CC=CC=C1)C (toluene). Conditions: time 8 hour. The product is C(C1=CC=CC=C1)C=1C(NC2=CC=CC=C2N1)=O (3-benzyl-2(1H)-quinoxalinone). RXN SMILES: [CH2:1]([C@@H:8]1[NH:17][C:16]2[C:11](=[CH:12][CH:13]=[CH:14][CH:15]=2)[NH:10][C:9]1=[O:18])[C:2]1[CH:7]=[CH:6][CH:5]=[CH:4][CH:3]=1.C(C1C(=O)C(Cl)=C(Cl)C(=O)C=1C#N)#N>C1(C)C=CC=CC=1>[CH2:1]([C:8]1[C:9](=[O:18])[NH:10][C:11]2[C:16]([N:17]=1)=[CH:15][CH:14]=[CH:13][CH:12]=2)[C:2]1[CH:3]=[CH:4][CH:5]=[CH:6][CH:7]=1. Procedure details: To (3S)-3-benzyl-3,4-dihydro-2(1H)-quinoxalinone (19) (4.66 g, 19.6 mmol) as a suspension in toluene (200 mL) was added DDQ (4.45 g, 1 equiv.) and the mixture stirred at room temperature overnight. The grey solid was collected by filtration and crystallized from ethanol/ water to afford the required compound (I10) (3.02 g, 65%). Reactants: Cc1ccccc1, CS(=O)(=O)Cl, COC(=O)C(C)O. Product: COC(=O)C(C)OS(C)(=O)=O. RXN SMILES: [CH3:13][c:14]1[cH:15][cH:16][cH:17][cH:18][cH:19]1.[CH3:8][S:9]([Cl:10])(=[O:11])=[O:12].[OH:1][CH:2]([C:3](=[O:4])[O:5][CH3:6])[CH3:7]>>[O:1]([CH:2]([C:3](=[O:4])[O:5][CH3:6])[CH3:7])[S:9]([CH3:8])(=[O:11])=[O:12]. The reactants are C(C)(=O)OCCCCCCOCCCCC1=CC(=CC=C1)N (6-[4-(3-Aminophenyl)butoxy]hexyl acetate), N(=C=O)CC(=O)OCC (ethyl isocyanatoacetate), CO (MeOH). Solvent: C(Cl)Cl (CH2Cl2). Reaction conditions: time 0.5 hour. The product is C(C)(=O)OCCCCCCOCCCCC=1C=C(C=CC1)NC(=O)NCC(=O)OCC (Ethyl N-({[3-(4-{[6-(acetyloxy)hexyl]oxy}butyl)phenyl]amino}carbonyl)glycinate). Reaction SMILES: [C:1]([O:4][CH2:5][CH2:6][CH2:7][CH2:8][CH2:9][CH2:10][O:11][CH2:12][CH2:13][CH2:14][CH2:15][C:16]1[CH:21]=[CH:20][CH:19]=[C:18]([NH2:22])[CH:17]=1)(=[O:3])[CH3:2].[N:23]([CH2:26][C:27]([O:29][CH2:30][CH3:31])=[O:28])=[C:24]=[O:25].CO>C(Cl)Cl>[C:1]([O:4][CH2:5][CH2:6][CH2:7][CH2:8][CH2:9][CH2:10][O:11][CH2:12][CH2:13][CH2:14][CH2:15][C:16]1[CH:17]=[C:18]([NH:22][C:24]([NH:23][CH2:26][C:27]([O:29][CH2:30][CH3:31])=[O:28])=[O:25])[CH:19]=[CH:20][CH:21]=1)(=[O:3])[CH3:2]. Reported procedure: 6-[4-(3-Aminophenyl)butoxy]hexyl acetate (2.84 g) in CH2Cl2 (30 ml) was treated with ethyl isocyanatoacetate (1.2 ml). After 0.75 h the mixture was treated with MeOH (2 ml) and stirred for 0.5 h. The mixture was concentrated, purified on a 10 g silica Bond Elut cartridge eluting with Et2O-petroleum ether(1:1) and then with Et2O to give the title compound (3.33 g) ES+ve 437 (MH)+. Starting materials: O=C([O-])[O-], CCOP(=O)(Cc1ccc(N)nc1)OCC, CN1Cc2c(C3CCC(O)CC3)ccc(Nc3nc(Cl)ncc3C(F)(F)F)c2C1=O, [Cs+], [Cs+], CC(=O)[O-], CC(=O)[O-], C1COCCO1, [Pd+2]. The product is CCOP(=O)(Cc1ccc(Nc2ncc(C(F)(F)F)c(Nc3ccc(C4CCC(O)CC4)c4c3C(=O)N(C)C4)n2)nc1)OCC. As a reaction SMILES: [C:47](=[O:48])([O-:49])[O-:50].[CH2:31]([CH3:32])[O:33][P:34]([O:35][CH2:36][CH3:37])(=[O:38])[CH2:39][c:40]1[cH:41][n:42][c:43]([NH2:46])[cH:44][cH:45]1.[Cl:1][c:2]1[n:3][cH:4][c:5]([C:27]([F:28])([F:29])[F:30])[c:6]([NH:8][c:9]2[cH:10][cH:11][c:12]([CH:20]3[CH2:21][CH2:22][CH:23]([OH:26])[CH2:24][CH2:25]3)[c:13]3[c:17]2[C:16](=[O:18])[N:15]([CH3:19])[CH2:14]3)[n:7]1.[Cs+:51].[Cs+:52].[O-:60][C:61]([CH3:62])=[O:63].[O-:64][C:65]([CH3:66])=[O:67].[O:53]1[CH2:54][CH2:55][O:56][CH2:57][CH2:58]1.[Pd+2:59]>>[c:2]1([NH:46][c:43]2[n:42][cH:41][c:40]([CH2:39][P:34]([O:33][CH2:31][CH3:32])([O:35][CH2:36][CH3:37])=[O:38])[cH:45][cH:44]2)[n:3][cH:4][c:5]([C:27]([F:28])([F:29])[F:30])[c:6]([NH:8][c:9]2[cH:10][cH:11][c:12]([CH:20]3[CH2:21][CH2:22][CH:23]([OH:26])[CH2:24][CH2:25]3)[c:13]3[c:17]2[C:16](=[O:18])[N:15]([CH3:19])[CH2:14]3)[n:7]1.